The task is: describe an organic reaction: reactants, conditions, products, and yield. This data is from the Open Reaction Database (ORD), a public repository of structured organic reaction records. Starting materials: C1OC(C)([C@H]2CC[C@H]3[C@@H]4CC[C@H]5CC=CC[C@]5(C)[C@H]4C(C[C@]23C)=O)OC1 (20,20-Ethylenedioxy-5α-pregn-2-en-11-one), [BH4-].[Na+] (sodium borohydride). Run in C(C)O (ethanol), O (water). Yields the product C1OC(C)([C@H]2CC[C@H]3[C@@H]4CC[C@H]5CC=CC[C@]5(C)[C@H]4[C@H](C[C@]23C)O)OC1 (20,20-Ethylenedioxy-5α-pregn-2-en-11β-ol). Isolated yield 96.8%. As a reaction SMILES: [CH2:1]1[CH2:26][O:25][C:3]([C@@H:5]2[C@:22]3([CH3:23])[C@H:8]([C@H:9]4[C@H:19]([C:20](=[O:24])[CH2:21]3)[C@:17]3([CH3:18])[C@H:12]([CH2:13][CH:14]=[CH:15][CH2:16]3)[CH2:11][CH2:10]4)[CH2:7][CH2:6]2)([CH3:4])[O:2]1.[BH4-].[Na+]>C(O)C.O>[CH2:26]1[CH2:1][O:2][C:3]([C@@H:5]2[C@:22]3([CH3:23])[C@H:8]([C@H:9]4[C@H:19]([C@@H:20]([OH:24])[CH2:21]3)[C@:17]3([CH3:18])[C@H:12]([CH2:13][CH:14]=[CH:15][CH2:16]3)[CH2:11][CH2:10]4)[CH2:7][CH2:6]2)([CH3:4])[O:25]1 |f:1.2|. Procedure: 20,20-Ethylenedioxy-5α-pregn-2-en-11-one (9.3 g) in hot ethanol (300 ml) was treated with sodium borohydride (5.5 g) in water (30 ml), and the mixture was refluxed on a steam bath for 1 1/2 hours, concentrated by evaporation to about 200 ml, the excess borohydride destroyed by the addition of glacial acetic acid (0.5 ml), and the mixture poured on to ice-water to give a white crystalline precipitate. The precipitate was filtered off, washed with water and dried in vacuo to give title compound (9... Reactants: C/C(=N\[Si](C)(C)C)/O[Si](C)(C)C (N,O-Bis(trimethylsilyl)acetamide), FC1=CC=C(C=C1)N[C@H]([C@H](C(N1C(OC[C@@H]1C1=CC=CC=C1)=O)=O)SCC1(OCC(CO1)(C)C)C1=CC=C(C=C1)OC)C1=CC=C(OCC(=O)OC(C)(C)C)C=C1 (tert-Butyl (4-{(1S,2R)-1-[(4-fluorophenyl)amino]-2-({[2-(4-methoxyphenyl)-5,5-dimethyl-1,3-dioxan-2-yl]methyl}thio)-3-oxo-3-[(4S)-2-oxo-4-phenyl-1,3-oxazolidin-3-yl]propyl}phenoxy)acetate), [F-].C(CCC)[N+](CCCC)(CCCC)CCCC (tetrabutylammonium fluoride). Run in C1(=CC=CC=C1)C (toluene). Conditions: temperature 90 celsius, time 1 hour. The product is FC1=CC=C(C=C1)N1[C@@H]([C@H](C1=O)SCC1(OCC(CO1)(C)C)C1=CC=C(C=C1)OC)C1=CC=C(OCC(=O)OC(C)(C)C)C=C1 (tert-Butyl {4-[(2R,3R)-1-(4-fluorophenyl)-3-({[2-(4-methoxyphenyl)-5,5-dimethyl-1,3-dioxan-2-yl]methyl}thio)-4-oxoazetidin-2-yl]phenoxy}acetate). Isolated yield 40.8%. RXN SMILES: [F:1][C:2]1[CH:7]=[CH:6][C:5]([NH:8][C@@H:9]([C:43]2[CH:57]=[CH:56][C:46]([O:47][CH2:48][C:49]([O:51][C:52]([CH3:55])([CH3:54])[CH3:53])=[O:50])=[CH:45][CH:44]=2)[C@@H:10]([S:25][CH2:26][C:27]2([C:35]3[CH:40]=[CH:39][C:38]([O:41][CH3:42])=[CH:37][CH:36]=3)[O:32][CH2:31][C:30]([CH3:34])([CH3:33])[CH2:29][O:28]2)[C:11](=[O:24])N2[C@@H](C3C=CC=CC=3)COC2=O)=[CH:4][CH:3]=1.C/C(/O[Si](C)(C)C)=N\[Si](C)(C)C.[F-].C([N+](CCCC)(CCCC)CCCC)CCC>C1(C)C=CC=CC=1>[F:1][C:2]1[CH:3]=[CH:4][C:5]([N:8]2[C:11](=[O:24])[C@H:10]([S:25][CH2:26][C:27]3([C:35]4[CH:36]=[CH:37][C:38]([O:41][CH3:42])=[CH:39][CH:40]=4)[O:28][CH2:29][C:30]([CH3:33])([CH3:34])[CH2:31][O:32]3)[C@H:9]2[C:43]2[CH:44]=[CH:45][C:46]([O:47][CH2:48][C:49]([O:51][C:52]([CH3:53])([CH3:54])[CH3:55])=[O:50])=[CH:56][CH:57]=2)=[CH:6][CH:7]=1 |f:2.3|. Reported procedure: tert-Butyl (4-{(1S,2R)-1-[(4-fluorophenyl)amino]-2-({[2-(4-methoxyphenyl)-5,5-dimethyl-1,3-dioxan-2-yl]methyl}thio)-3-oxo-3-[(4S)-2-oxo-4-phenyl-1,3-oxazolidin-3-yl]propyl}phenoxy)acetate (2.0 g, 2.5 mmol) was dissolved in dry toluene (200 ml) and heated to 90° C. under inert atmosphere. N,O-Bis(trimethylsilyl)acetamide (BSA, 1.8 ml, 7.5 mmol) was added and the mixture was stirred at 90° C. for one hour. The mixture was cooled to 45° C. and tetrabutylammonium fluoride (TBAF, 150 mg) was added an... Reactants: ClN1C(CCC1=O)=O (N-chlorosuccinimide), O (water), C1(CCCC1)N1N=C(C=2C(=NC=CC21)OC)C=2C=C(SC2)C(=O)N (4-(1-cyclopentyl-4-methoxy-1H-pyrazolo[4,3-c]pyridin-3-yl)thiophene-2-carboxamide), ClN1C(CCC1=O)=O (N-chlorosuccinimide), ClN1C(CCC1=O)=O (N-chlorosuccinimide). Run in CN(C)C=O (DMF). Run at temperature 80 celsius, time 8 hour. The product is ClC=1C2=C(C(=NC1)OC)C(=NN2C2CCCC2)C=2C=C(SC2)C(=O)N (4-(7-chloro-1-cyclopentyl-4-methoxy-1H-pyrazolo[4,3-c]pyridin-3-yl)thiophene-2-carboxamide). The yield is 58.5%. RXN SMILES: [CH:1]1([N:6]2[C:14]3[CH:13]=[CH:12][N:11]=[C:10]([O:15][CH3:16])[C:9]=3[C:8]([C:17]3[CH:18]=[C:19]([C:22]([NH2:24])=[O:23])[S:20][CH:21]=3)=[N:7]2)[CH2:5][CH2:4][CH2:3][CH2:2]1.[Cl:25]N1C(=O)CCC1=O.O>CN(C=O)C>[Cl:25][C:13]1[C:14]2[N:6]([CH:1]3[CH2:2][CH2:3][CH2:4][CH2:5]3)[N:7]=[C:8]([C:17]3[CH:18]=[C:19]([C:22]([NH2:24])=[O:23])[S:20][CH:21]=3)[C:9]=2[C:10]([O:15][CH3:16])=[N:11][CH:12]=1. Reported procedure: To a solution of 4-(1-cyclopentyl-4-methoxy-1H-pyrazolo[4,3-c]pyridin-3-yl)thiophene-2-carboxamide (30.3 mg) obtained in Step A of Example 286 in DMF (2 mL) was added N-chlorosuccinimide (13.0 mg) at 0° C., and the mixture was stirred overnight at 80° C. To the reaction mixture was added N-chlorosuccinimide (6.0 mg), and the mixture was stirred at 80° C. for 3 hr. To the reaction mixture was added N-chlorosuccinimide (6.0 mg), and the mixture was stirred at 80° C. for 3 hr. To the reaction mixtu... Reactants: O (Water), C(CCC)O (n-butanol), NCC1C(C(C(O1)OC(C(NCCCNC(C(NC(C(NC(NC(C(=O)O)C(C)C)=O)C1NC(NCC1)=N)=O)C(C(C)C)O)=O)C(=O)O)C1OC(C(C1O)O)N1C(NC(C=C1)=O)=O)OC)O (16-({[5-(aminomethyl)-4-hydroxy-3-methoxytetrahydro-2-furanyl]oxy}{5-[2,4-dioxo-3,4-dihydro-1 (2H)-pyrimidinyl]-3,4-dihydroxytetrahydro-2-furanyl}methyl)-9-(1-hydroxy-2-methylpropyl)-6-(2-iminohexahydro-4-pyrimidinyl)-2-isopropyl-4,7,10-trioxo-3,5,8,11,15-pentaazaheptadecane-1,17-dioic acid). Solvent: C(C)(=O)OC(C)=O (acetic anhydride). Reaction conditions: time 35 minute. The product is C(C)(=O)NC[C@@H]1[C@@H]([C@H](C(O1)O[C@H](C(NCCCNC(C(NC(C(NC(NC(C(=O)O)C(C)C)=O)C1NC(NCC1)=N)=O)C(C(C)C)O)=O)C(=O)O)[C@H]1O[C@H]([C@@H]([C@@H]1O)O)N1C(NC(C=C1)=O)=O)OC)O (16-((R)-({(3R,4S,5R)-5-[(Acetamido)methyl]-4-hydroxy-3-methoxytetrahydro-2-furanyl}oxy){(2S,3S,4R,5R)-5-[2,4-dioxo-3,4-dihydro-1 (2H)-pyrimidinyl]-3,4-dihydroxytetrahydro-2-furanyl}methyl)-9-(1-hydroxy-2-methylpropyl)-6-(2-iminohexahydro-4-pyrimidinyl)-2-isopropyl-4,7,10-trioxo-3,5,8,11,15-pentaazaheptadecane-1,17-dioic Acid). As a reaction SMILES: [NH2:1][CH2:2][CH:3]1[O:7][CH:6]([O:8][CH:9]([CH:49]2[CH:53]([OH:54])[CH:52]([OH:55])[CH:51]([N:56]3[CH:61]=[CH:60][C:59](=[O:62])[NH:58][C:57]3=[O:63])[O:50]2)[CH:10]([C:46]([OH:48])=[O:47])[NH:11][CH2:12][CH2:13][CH2:14][NH:15][C:16](=[O:45])[CH:17]([CH:40]([OH:44])[CH:41]([CH3:43])[CH3:42])[NH:18][C:19](=[O:39])[CH:20]([CH:32]2[CH2:37][CH2:36][NH:35][C:34](=[NH:38])[NH:33]2)[NH:21][C:22](=[O:31])[NH:23][CH:24]([CH:28]([CH3:30])[CH3:29])[C:25]([OH:27])=[O:26])[CH:5]([O:64][CH3:65])[CH:4]1[OH:66].O.[CH2:68]([OH:72])[CH2:69]CC>C(OC(=O)C)(=O)C>[C:68]([NH:1][CH2:2][C@H:3]1[O:7][CH:6]([O:8][C@@H:9]([C@@H:49]2[C@@H:53]([OH:54])[C@@H:52]([OH:55])[C@H:51]([N:56]3[CH:61]=[CH:60][C:59](=[O:62])[NH:58][C:57]3=[O:63])[O:50]2)[CH:10]([C:46]([OH:48])=[O:47])[NH:11][CH2:12][CH2:13][CH2:14][NH:15][C:16](=[O:45])[CH:17]([CH:40]([OH:44])[CH:41]([CH3:42])[CH3:43])[NH:18][C:19](=[O:39])[CH:20]([CH:32]2[CH2:37][CH2:36][NH:35][C:34](=[NH:38])[NH:33]2)[NH:21][C:22](=[O:31])[NH:23][CH:24]([CH:28]([CH3:29])[CH3:30])[C:25]([OH:27])=[O:26])[C@H:5]([O:64][CH3:65])[C@H:4]1[OH:66])(=[O:72])[CH3:69]. Procedure details: A suspension of 39.0 mg (41.2 μmol) of 16-({[5-(aminomethyl)-4-hydroxy-3-methoxytetrahydro-2-furanyl]oxy}{5-[2,4-dioxo-3,4-dihydro-1 (2H)-pyrimidinyl]-3,4-dihydroxytetrahydro-2-furanyl}methyl)-9-(1-hydroxy-2-methylpropyl)-6-(2-iminohexahydro-4-pyrimidinyl)-2-isopropyl-4,7,10-trioxo-3,5,8,11,15-pentaazaheptadecane-1,17-dioic acid in 2.0 ml of acetic anhydride is placed in an ultrasonic bath (Branson 1200) at room temperature for 35 minutes. Water (2 ml) and n-butanol (2 ml) are added to the react... The reactants are C(C)(C)(C)OC(=O)N1[C@H](C(=O)N[C@@H](CCC)C(=O)NS(=O)(=O)C2=CC=CC=C2)C[C@H](C1)OC1=CC(=NC2=CC(=CC=C12)OC)C1=CC=CC=C1 ((4R)-1-(tert-butoxycarbonyl)-4-[(7-methoxy-2-phenylquinolin-4-yl)oxy]-L-prolyl-N1-(phenylsulfonyl)-L-norvalinamide), C1(=CC=CC=C1)C (toluene). Solvent: C(Cl)Cl.C(=O)(C(F)(F)F)O (DCM TFA). The product is COC1=CC=C2C(=CC(=NC2=C1)C1=CC=CC=C1)O[C@@H]1C[C@H](NC1)C(=O)N[C@@H](CCC)C(=O)NS(=O)(=O)C1=CC=CC=C1 ((4R)-4-[(7-methoxy-2-phenylquinolin-4-yl)oxy]-L-prolyl-N1-(phenylsulfonyl)-L-norvalinamide). The yield is 100.0%. Reaction SMILES: C(OC([N:8]1[CH2:31][C@H:30]([O:32][C:33]2[C:42]3[C:37](=[CH:38][C:39]([O:43][CH3:44])=[CH:40][CH:41]=3)[N:36]=[C:35]([C:45]3[CH:50]=[CH:49][CH:48]=[CH:47][CH:46]=3)[CH:34]=2)[CH2:29][C@H:9]1[C:10]([NH:12][C@H:13]([C:17]([NH:19][S:20]([C:23]1[CH:28]=[CH:27][CH:26]=[CH:25][CH:24]=1)(=[O:22])=[O:21])=[O:18])[CH2:14][CH2:15][CH3:16])=[O:11])=O)(C)(C)C.C1(C)C=CC=CC=1>C(Cl)Cl.C(O)(C(F)(F)F)=O>[CH3:44][O:43][C:39]1[CH:38]=[C:37]2[C:42]([C:33]([O:32][C@H:30]3[CH2:31][NH:8][C@H:9]([C:10]([NH:12][C@H:13]([C:17]([NH:19][S:20]([C:23]4[CH:28]=[CH:27][CH:26]=[CH:25][CH:24]=4)(=[O:22])=[O:21])=[O:18])[CH2:14][CH2:15][CH3:16])=[O:11])[CH2:29]3)=[CH:34][C:35]([C:45]3[CH:50]=[CH:49][CH:48]=[CH:47][CH:46]=3)=[N:36]2)=[CH:41][CH:40]=1 |f:2.3|. Reported procedure: Compound 72 was kept in DCM-TFA 2:1 (2 mL) for 2.5 hr at RT. The solution was co-evaporated with toluene to dryness. Yield 100%. M+H 603.12 Reactants: [Br-], [Br-], O=S(=O)(Oc1ccc2cc(Br)ccc2c1)C(F)(F)F, CC(C)[Mg+], [Li+], C1CCOC1. Yields the product CC(C)c1ccc2cc(Br)ccc2c1. RXN SMILES: [Br-:21].[Br-:22].[Br:1][c:2]1[cH:3][c:4]2[cH:5][cH:6][c:7]([O:12][S:13]([C:14]([F:15])([F:16])[F:17])(=[O:18])=[O:19])[cH:8][c:9]2[cH:10][cH:11]1.[CH:23]([CH3:24])([CH3:25])[Mg+:26].[Li+:20].[O:27]1[CH2:28][CH2:29][CH2:30][CH2:31]1>>[Br:1][c:2]1[cH:3][c:4]2[cH:5][cH:6][c:7]([CH:23]([CH3:24])[CH3:25])[cH:8][c:9]2[cH:10][cH:11]1. Starting materials: COc1ccc(Br)cc1N=C=O, CN(C)C=O, ClCCl, Nc1ccnc2c1ccn2Cc1ccncc1. Yields the product COc1ccc(Br)cc1NC(=O)Nc1ccnc2c1ccn2Cc1ccncc1. As a reaction SMILES: [Br:23][c:24]1[cH:25][c:26]([N:32]=[C:33]=[O:34])[c:27]([O:30][CH3:31])[cH:28][cH:29]1.[CH3:18][N:19]([CH3:20])[CH:21]=[O:22].[Cl:35][CH2:36][Cl:37].[n:1]1[cH:2][cH:3][c:4]([CH2:7][n:8]2[cH:9][cH:10][c:11]3[c:12]2[n:13][cH:14][cH:15][c:16]3[NH2:17])[cH:5][cH:6]1>>[n:1]1[cH:2][cH:3][c:4]([CH2:7][n:8]2[cH:9][cH:10][c:11]3[c:12]2[n:13][cH:14][cH:15][c:16]3[NH:17][C:33]([NH:32][c:26]2[cH:25][c:24]([Br:23])[cH:29][cH:28][c:27]2[O:30][CH3:31])=[O:34])[cH:5][cH:6]1.